This data is from the Open Reaction Database (ORD), a public repository of structured organic reaction records. The task is: describe an organic reaction: reactants, conditions, products, and yield Starting materials: CCNCC, CCO, CC(C)O, Cl, Cl, CC(=O)c1c(-c2ccccc2)oc2ccccc12. The product is CCN(CC)CCC(=O)c1c(-c2ccccc2)oc2ccccc12. RXN SMILES: [CH2:20]([CH3:21])[NH:22][CH2:23][CH3:24].[CH3:30][CH2:31][OH:32].[CH:26]([OH:27])([CH3:28])[CH3:29].[ClH:19].[ClH:25].[c:1]1(-[c:7]2[o:8][c:9]3[c:10]([c:11]2[C:12]([CH3:13])=[O:14])[cH:15][cH:16][cH:17][cH:18]3)[cH:2][cH:3][cH:4][cH:5][cH:6]1>>[c:1]1(-[c:7]2[o:8][c:9]3[c:10]([c:11]2[C:12]([CH2:13][CH2:26][N:22]([CH2:20][CH3:21])[CH2:23][CH3:24])=[O:14])[cH:15][cH:16][cH:17][cH:18]3)[cH:2][cH:3][cH:4][cH:5][cH:6]1.